Dataset: the Open Reaction Database (ORD), a public repository of structured organic reaction records. Task: describe an organic reaction: reactants, conditions, products, and yield Starting materials: [OH-].[Na+] (sodium hydroxide), BrC1=C(C=C(C(=O)OC)C=C1)OC (methyl 4-bromo-3-methoxybenzoate), C1(=C(C=CC=C1)B(O)O)C (o-tolylboronic acid), C([O-])([O-])=O.[K+].[K+] (potassium carbonate). The reagents and catalysts are C=1C=CC(=CC1)[P](C=2C=CC=CC2)(C=3C=CC=CC3)[Pd]([P](C=4C=CC=CC4)(C=5C=CC=CC5)C=6C=CC=CC6)([P](C=7C=CC=CC7)(C=8C=CC=CC8)C=9C=CC=CC9)[P](C=1C=CC=CC1)(C=1C=CC=CC1)C=1C=CC=CC1 (Pd(PPh3)4). The solvent is C1(=CC=CC=C1)C (toluene), O (water). Run at time 2 hour. The product is COC1=C(C=CC(=C1)C(=O)O)C1=C(C=CC=C1)C (2-methoxy-2′-methylbiphenyl-4-carboxylic acid). The yield is 78.9%. Reaction SMILES: Br[C:2]1[CH:11]=[CH:10][C:5]([C:6]([O:8]C)=[O:7])=[CH:4][C:3]=1[O:12][CH3:13].[C:14]1([CH3:23])[CH:19]=[CH:18][CH:17]=[CH:16][C:15]=1B(O)O.C(=O)([O-])[O-].[K+].[K+].[OH-].[Na+]>C1(C)C=CC=CC=1.O.C1C=CC([P]([Pd]([P](C2C=CC=CC=2)(C2C=CC=CC=2)C2C=CC=CC=2)([P](C2C=CC=CC=2)(C2C=CC=CC=2)C2C=CC=CC=2)[P](C2C=CC=CC=2)(C2C=CC=CC=2)C2C=CC=CC=2)(C2C=CC=CC=2)C2C=CC=CC=2)=CC=1>[CH3:13][O:12][C:3]1[CH:4]=[C:5]([C:6]([OH:8])=[O:7])[CH:10]=[CH:11][C:2]=1[C:15]1[CH:16]=[CH:17][CH:18]=[CH:19][C:14]=1[CH3:23] |f:2.3.4,5.6,^1:43,45,64,83|. Reported procedure: A suspension of methyl 4-bromo-3-methoxybenzoate (Combi-blocks CA-4192; 2.5 g; 10.2 mmol; 1 eq.), o-tolylboronic acid (Aldrich 393606; 1.53 g; 11.2 mmol; 1.1 eq.), potassium carbonate (7.05 g; 51 mmol; 5 eq.) and Pd(PPh3)4 (1.18 g; 1.02 mmol; 0.1 eq.) in toluene (12.5 mL) and water (12.5 mL) was refluxed for 2 hours. The reaction mixture was cooled down to room temperature and filtered through a pad of CELITE which was further washed with toluene (200 mL). The filtrate was concentrated in vacuo ... Starting materials: C(=O)(O)[O-].[Na+] (NaHCO3), Cl.NC1C(COCC1)(C(=O)OC)C (methyl 4-amino-3-methyl-tetrahydro-2H-pyran-3-carboxylate hydrochloride), C(C1=CC=CC=C1)OC1=CC=C(C=C1)S(=O)(=O)Cl (4-benzyloxy-benzenesulfonyl chloride). The solvent is C(Cl)Cl (CH2Cl2). Conditions: time 8 hour. Product: C(C1=CC=CC=C1)OC1=CC=C(C=C1)S(=O)(=O)N[C@H]1[C@](COCC1)(C(=O)OC)C ((3R,4R)-methyl 4-(4-(benzyloxy)phenylsulfonamido)-3-methyl-tetrahydro-2H-pyran-3-carboxylate), C(C1=CC=CC=C1)OC1=CC=C(C=C1)S(=O)(=O)N[C@H]1[C@@](COCC1)(C(=O)OC)C ((3S,4R)-methyl 4-(4-(benzyloxy)phenylsulfonamido)-3-methyl-tetrahydro-2H-pyran-3-carboxylate). Reaction SMILES: Cl.[NH2:2][CH:3]1[CH2:8][CH2:7][O:6][CH2:5][C:4]1([CH3:13])[C:9]([O:11][CH3:12])=[O:10].[CH2:14]([O:21][C:22]1[CH:27]=[CH:26][C:25]([S:28](Cl)(=[O:30])=[O:29])=[CH:24][CH:23]=1)[C:15]1[CH:20]=[CH:19][CH:18]=[CH:17][CH:16]=1.C([O-])(O)=O.[Na+]>C(Cl)Cl>[CH2:14]([O:21][C:22]1[CH:27]=[CH:26][C:25]([S:28]([NH:2][C@@H:3]2[CH2:8][CH2:7][O:6][CH2:5][C@:4]2([CH3:13])[C:9]([O:11][CH3:12])=[O:10])(=[O:30])=[O:29])=[CH:24][CH:23]=1)[C:15]1[CH:16]=[CH:17][CH:18]=[CH:19][CH:20]=1.[CH2:14]([O:21][C:22]1[CH:27]=[CH:26][C:25]([S:28]([NH:2][C@@H:3]2[CH2:8][CH2:7][O:6][CH2:5][C@@:4]2([CH3:13])[C:9]([O:11][CH3:12])=[O:10])(=[O:30])=[O:29])=[CH:24][CH:23]=1)[C:15]1[CH:16]=[CH:17][CH:18]=[CH:19][CH:20]=1 |f:0.1,3.4|. Procedure: Crude methyl 4-amino-3-methyl-tetrahydro-2H-pyran-3-carboxylate hydrochloride (8.65 mmol), 4-benzyloxy-benzenesulfonyl chloride (1.2 eq), CH2Cl2 (175 mL) and saturated NaHCO3 (90 mL) were combined and stirred at room temperature overnight. The organic phase was then washed with water (100 mL) and brine (100 mL), dried over MgSO4, and concentrated. The residue was purified by chromatography with 20-35% ethyl acetate/hexane to provide two diastereomers, (3R,4R)-methyl 4-(4-(benzyloxy)phenylsulfona... Starting materials: COCCOCCOC, CCOC(=O)c1ccc(F)cc1F, [K+], [K+], [K+], Oc1cccc(Cl)c1, O=P([O-])([O-])[O-]. The product is CCOC(=O)c1ccc(F)cc1Oc1cccc(Cl)c1. As a reaction SMILES: [CH3:30][O:31][CH2:32][CH2:33][O:34][CH2:35][CH2:36][O:37][CH3:38].[F:1][c:2]1[c:3]([C:4](=[O:5])[O:6][CH2:7][CH3:8])[cH:9][cH:10][c:11]([F:13])[cH:12]1.[K+:19].[K+:20].[K+:21].[OH:22][c:23]1[cH:24][cH:25][cH:26][c:27]([Cl:28])[cH:29]1.[P:14]([O-:15])([O-:16])([O-:17])=[O:18]>>[c:2]1([O:22][c:23]2[cH:24][cH:25][cH:26][c:27]([Cl:28])[cH:29]2)[c:3]([C:4](=[O:5])[O:6][CH2:7][CH3:8])[cH:9][cH:10][c:11]([F:13])[cH:12]1. Procedure: The 6-(7-cyclopentyl-6-(dimethylcarbamoyl)-7H-pyrrolo[2,3-d]pyrimidin-2-ylamino)nicotinic acid was combined with (1S,4S,5S)-2-azabicyclo[2.2.1]heptan-5-ol following amide formation method 3 which gave 7-cyclopentyl-2-(5-((1S,4S,5S)-5-hydroxy-2-azabicyclo[2.2.1]heptane-2-carbonyl)pyridin-2-ylamino)-N,N-dimethyl-7H-pyrrolo[2,3-d]pyrimidine-6-carboxamide (40 mg, 63% yield). 1H NMR (400 MHz, CDCl3) δ ppm 9.84 (br. s., 0.4H, Rotamer) 9.54 (br. s., 0.6H, Rotamer) 8.98-8.82 (m, 1H) 8.80 (s, 0.4H, Rotam... Starting materials: C1(CCCC1)N1C(=CC2=C1N=C(N=C2)NC2=NC=C(C(=O)O)C=C2)C(N(C)C)=O (6-(7-cyclopentyl-6-(dimethylcarbamoyl)-7H-pyrrolo[2,3-d]pyrimidin-2-ylamino)nicotinic acid), [C@@H]12NC[C@@H]([C@H](C1)O)C2 ((1S,4S,5S)-2-azabicyclo[2.2.1]heptan-5-ol), amide. Yields the product C1(CCCC1)N1C(=CC2=C1N=C(N=C2)NC2=NC=C(C=C2)C(=O)N2[C@@H]1C[C@@H]([C@H](C2)C1)O)C(=O)N(C)C (7-cyclopentyl-2-(5-((1S,4S,5S)-5-hydroxy-2-azabicyclo[2.2.1]heptane-2-carbonyl)pyridin-2-ylamino)-N,N-dimethyl-7H-pyrrolo[2,3-d]pyrimidine-6-carboxamide). RXN SMILES: [CH:1]1([N:6]2[C:10]3[N:11]=[C:12]([NH:15][C:16]4[CH:24]=[CH:23][C:19]([C:20](O)=[O:21])=[CH:18][N:17]=4)[N:13]=[CH:14][C:9]=3[CH:8]=[C:7]2[C:25](=[O:29])[N:26]([CH3:28])[CH3:27])[CH2:5][CH2:4][CH2:3][CH2:2]1.[C@H:30]12[CH2:37][C@H:33]([C@@H:34]([OH:36])[CH2:35]1)[CH2:32][NH:31]2>>[CH:1]1([N:6]2[C:10]3[N:11]=[C:12]([NH:15][C:16]4[CH:24]=[CH:23][C:19]([C:20]([N:31]5[CH2:32][C@@H:33]6[CH2:37][C@H:30]5[CH2:35][C@@H:34]6[OH:36])=[O:21])=[CH:18][N:17]=4)[N:13]=[CH:14][C:9]=3[CH:8]=[C:7]2[C:25]([N:26]([CH3:28])[CH3:27])=[O:29])[CH2:5][CH2:4][CH2:3][CH2:2]1. Yield: 63.0%.